From a dataset of the Open Reaction Database (ORD), a public repository of structured organic reaction records. describe an organic reaction: reactants, conditions, products, and yield Reactants: CC(C)=O, CC(C)I, [K+], [K+], O=C([O-])[O-], CC(C)(C)OC(=O)N1CCC(=Cc2cccc(Oc3ccc(O)cn3)c2)CC1. Product: CC(C)Oc1ccc(Oc2cccc(C=C3CCN(C(=O)OC(C)(C)C)CC3)c2)nc1. Reaction SMILES: [CH3:39][C:40](=[O:41])[CH3:42].[CH:29]([CH3:30])([CH3:31])[I:32].[K+:33].[K+:34].[O-:35][C:36]([O-:37])=[O:38].[OH:1][c:2]1[cH:3][cH:4][c:5]([O:8][c:9]2[cH:10][c:11]([CH:12]=[C:13]3[CH2:14][CH2:15][N:16]([C:19](=[O:20])[O:21][C:22]([CH3:23])([CH3:24])[CH3:25])[CH2:17][CH2:18]3)[cH:26][cH:27][cH:28]2)[n:6][cH:7]1>>[O:1]([c:2]1[cH:3][cH:4][c:5]([O:8][c:9]2[cH:10][c:11]([CH:12]=[C:13]3[CH2:14][CH2:15][N:16]([C:19](=[O:20])[O:21][C:22]([CH3:23])([CH3:24])[CH3:25])[CH2:17][CH2:18]3)[cH:26][cH:27][cH:28]2)[n:6][cH:7]1)[CH:29]([CH3:30])[CH3:31].